This data is from the Open Reaction Database (ORD), a public repository of structured organic reaction records. The task is: describe an organic reaction: reactants, conditions, products, and yield Reactants: NNC(=S)N (Thiosemicarbazide), CC(CCCC(C)C)NC(CCC(C1=CC=CC=C1)=O)=O (N-(1,5-dimethyl-hexyl)-4-oxo-4-phenyl-butyramide), Cl (HCl), O (water). The solvent is CO (methanol). Yields the product NC(=S)NN=C(CCC(=O)NC(CCCC(C)C)C)C1=CC=CC=C1 (4-[(Aminothioxomethyl)-hydrazono]-N-(1,5-dimethylhexyl)-4-phenyl-butanamide). Yield: 56.1%. Reaction SMILES: [NH2:1][NH:2][C:3]([NH2:5])=[S:4].[CH3:6][CH:7]([NH:14][C:15](=[O:26])[CH2:16][CH2:17][C:18](=O)[C:19]1[CH:24]=[CH:23][CH:22]=[CH:21][CH:20]=1)[CH2:8][CH2:9][CH2:10][CH:11]([CH3:13])[CH3:12].Cl.O>CO>[NH2:5][C:3]([NH:2][N:1]=[C:18]([C:19]1[CH:20]=[CH:21][CH:22]=[CH:23][CH:24]=1)[CH2:17][CH2:16][C:15]([NH:14][CH:7]([CH3:6])[CH2:8][CH2:9][CH2:10][CH:11]([CH3:13])[CH3:12])=[O:26])=[S:4]. Reported procedure: Thiosemicarbazide (1.32 g, 14.5 mmol) was added to a solution of N-(1,5-dimethyl-hexyl)-4-oxo-4-phenyl-butyramide (2.54 g, 87.9 mmol), prepared in the previous step, in 30 ml of methanol plus 2.4 ml of 1 N HCl plus 2.4 ml of water and the reaction stirred at room temperature for 48 hours. The reaction was concentrated under reduced pressure to remove the methanol. The residue was partitioned between methylene chloride and water. The organic layer was separated, washed multiple times with water, ... Reactants: O=C([O-])[O-], Clc1nc(N2CC3CCC(C2)O3)c2cnn(C3CCN(Cc4ccccc4)CC3)c2n1, COC(=O)Cl, ClCCCl, [K+], [K+]. The product is COC(=O)N1CCC(n2ncc3c(N4CC5CCC(C4)O5)nc(Cl)nc32)CC1. Reaction SMILES: [C:32](=[O:33])([O-:34])[O-:35].[CH2:1]([c:2]1[cH:3][cH:4][cH:5][cH:6][cH:7]1)[N:8]1[CH2:9][CH2:10][CH:11]([n:14]2[n:15][cH:16][c:17]3[c:18]2[n:19][c:20]([Cl:31])[n:21][c:22]3[N:23]2[CH2:24][CH:25]3[CH2:26][CH2:27][CH:28]([CH2:29]2)[O:30]3)[CH2:12][CH2:13]1.[Cl:38][C:39](=[O:40])[O:41][CH3:42].[Cl:43][CH2:44][CH2:45][Cl:46].[K+:36].[K+:37]>>[N:8]1([C:39](=[O:40])[O:41][CH3:42])[CH2:9][CH2:10][CH:11]([n:14]2[n:15][cH:16][c:17]3[c:18]2[n:19][c:20]([Cl:31])[n:21][c:22]3[N:23]2[CH2:24][CH:25]3[CH2:26][CH2:27][CH:28]([CH2:29]2)[O:30]3)[CH2:12][CH2:13]1. The reactants are C(C)(C)(C)OC1=CC=C(C=C)C=C1 (p-tert-butoxystyrene), C(=O)=O (carbon dioxide). Reaction conditions: time 30 minute. The product is C#CC1=CC=C(C=C1)O (poly(p-hydroxystyrene)). RXN SMILES: C([O:5][C:6]1[CH:13]=[CH:12][C:9]([CH:10]=[CH2:11])=[CH:8][CH:7]=1)(C)(C)C.C(=O)=O>>[CH:11]#[C:10][C:9]1[CH:12]=[CH:13][C:6]([OH:5])=[CH:7][CH:8]=1. Procedure: Further 10 g of p-tert-butoxystyrene was added to the reaction solution. With stirring, polymerization reaction was effected for 30 minutes. Polymerization was stopped by adding 0.1 mol of carbon dioxide gas to the reaction solution. Starting materials: [BH4-].[Na+] (Sodium borohydride), FC1=C(C=C2CNCC(C2=O)=CC2=C(C=CC=C2)F)C=CC=C1 (3,5-Bis(2-fluorobenzylidene)-4-piperidone). Run in C(C)O (ethanol). Run at time 1 hour. The product is FC1=C(C=C2CNCC(C2O)=CC2=C(C=CC=C2)F)C=CC=C1 (3,5-Bis(2-fluorobenzylidene)-4-hydroxy-piperidine), syrup. Yield: 98.0%. Reaction SMILES: [BH4-].[Na+].[F:3][C:4]1[CH:25]=[CH:24][CH:23]=[CH:22][C:5]=1[CH:6]=[C:7]1[C:12](=[O:13])[C:11](=[CH:14][C:15]2[CH:20]=[CH:19][CH:18]=[CH:17][C:16]=2[F:21])[CH2:10][NH:9][CH2:8]1>C(O)C>[F:21][C:16]1[CH:17]=[CH:18][CH:19]=[CH:20][C:15]=1[CH:14]=[C:11]1[CH:12]([OH:13])[C:7](=[CH:6][C:5]2[CH:22]=[CH:23][CH:24]=[CH:25][C:4]=2[F:3])[CH2:8][NH:9][CH2:10]1 |f:0.1|. Reported procedure: Sodium borohydride (36 mg, 0.96 mmol) was added to a solution of compound 1 (300 mg, 0.96 mmol) in ethanol at 0° C., in portions. The reaction mixture was stirred at room temperature for 1 h. The solvent was evaporated to dryness. The residue was dissolved in chloroform, and the organic phase was washed with brine and water. The organic layer was dried over sodium sulfate, and concentrated to dryness. The crude product was passed through silica column, and eluted with 70% ethyl acetate in hexane... The reactants are CC(C)(C)[Si](C)(C)OC(CCC1CCC(=O)N1CCCCCCC#N)Cc1ccc(F)cc1, CCCC[N+](CCCC)(CCCC)CCCC, C1CCOC1, [F-], [Na+], O=C([O-])O. The product is N#CCCCCCCN1C(=O)CCC1CCC(O)Cc1ccc(F)cc1. RXN SMILES: [C:1]([Si:2]([CH3:3])([CH3:4])[O:6][CH:7]([CH2:8][CH2:9][CH:10]1[N:11]([CH2:16][CH2:17][CH2:18][CH2:19][CH2:20][CH2:21][C:22]#[N:23])[C:12](=[O:15])[CH2:13][CH2:14]1)[CH2:24][c:25]1[cH:26][cH:27][c:28]([F:31])[cH:29][cH:30]1)([CH3:5])([CH3:32])[CH3:33].[CH2:35]([N+:36]([CH2:37][CH2:38][CH2:39][CH3:40])([CH2:41][CH2:42][CH2:43][CH3:44])[CH2:45][CH2:46][CH2:47][CH3:48])[CH2:49][CH2:50][CH3:51].[CH2:57]1[O:58][CH2:59][CH2:60][CH2:61]1.[F-:34].[Na+:56].[O-:52][C:53]([OH:54])=[O:55]>>[OH:6][CH:7]([CH2:8][CH2:9][CH:10]1[N:11]([CH2:16][CH2:17][CH2:18][CH2:19][CH2:20][CH2:21][C:22]#[N:23])[C:12](=[O:15])[CH2:13][CH2:14]1)[CH2:24][c:25]1[cH:26][cH:27][c:28]([F:31])[cH:29][cH:30]1. Starting materials: CN1N=CC(=C1)C1=C(C=CC=C1)[N+](=O)[O-] (1-Methyl-4-(2-nitrophenyl)-1H-pyrazole), stannous chloride dihydrate. Reaction SMILES: [CH3:1][N:2]1[CH:6]=[C:5]([C:7]2[CH:12]=[CH:11][CH:10]=[CH:9][C:8]=2[N+:13]([O-])=O)[CH:4]=[N:3]1>Cl>[CH3:1][N:2]1[CH:6]=[C:5]([C:7]2[CH:12]=[CH:11][CH:10]=[CH:9][C:8]=2[NH2:13])[CH:4]=[N:3]1. Yields the product CN1N=CC(=C1)C1=C(C=CC=C1)N (1-Methyl-4-(2-aminophenyl)-1H-pyrazole). Reported procedure: By the procedure of Example 3, 25 g of 1-methyl-4-(2-nitrophenyl)-1H-pyrazole prepared in Example 17 was reacted with 81.2 g of stannous chloride dihydrate in 200 ml concentrated HCl at reflux for 1 hour to yield, after similar work up, 18 g of the title compound as an oil. The solvent is Cl (HCl). Yield: 84.5%.